Dataset: the Open Reaction Database (ORD), a public repository of structured organic reaction records. Task: describe an organic reaction: reactants, conditions, products, and yield Starting materials: ClC1=CC=C(C=C1)C(C)O (1-(4-chlorophenyl)ethanol), P(Br)(Br)Br (phosphorus tribromide), C(O)([O-])=O.[Na+] (Sodium hydrogencarbonate), ice water. Run in C(C)OCC (diethyl ether), C(C)OCC (diethyl ether). Run at time 8 hour. Yields the product BrC(C)C1=CC=C(C=C1)Cl (1-(1-bromoethyl)-4-chlorobenzene). Yield: 82.0%. RXN SMILES: [Cl:1][C:2]1[CH:7]=[CH:6][C:5]([CH:8](O)[CH3:9])=[CH:4][CH:3]=1.P(Br)(Br)[Br:12].C(=O)([O-])O.[Na+]>C(OCC)C>[Br:12][CH:8]([C:5]1[CH:6]=[CH:7][C:2]([Cl:1])=[CH:3][CH:4]=1)[CH3:9] |f:2.3|. Procedure details: To a solution of the above product 1-(4-chlorophenyl)ethanol in 100 ml of diethyl ether was slowly added a solution of 13.5 g (50 mmoles) of phosphorus tribromide in 50 ml of diethyl ether. The resulting solution was stirred overnight at room temperature. The reaction mixture was poured into ice water. Sodium hydrogencarbonate was added to the resulting solution for neutralization, and the organic layer was extracted with diethyl ether. The organic layer was collected, washed with water, dried o...